This data is from the Open Reaction Database (ORD), a public repository of structured organic reaction records. The task is: describe an organic reaction: reactants, conditions, products, and yield Starting materials: [BH4-], CCO, [Na+], CC(=O)c1ccc2c(c1)C(Cc1ccncc1)(Cc1ccncc1)c1ccccc1-2. The product is CC(O)c1ccc2c(c1)C(Cc1ccncc1)(Cc1ccncc1)c1ccccc1-2. RXN SMILES: [BH4-:31].[CH3:33][CH2:34][OH:35].[Na+:32].[n:1]1[cH:2][cH:3][c:4]([CH2:7][C:8]2([CH2:24][c:25]3[cH:26][cH:27][n:28][cH:29][cH:30]3)[c:9]3[cH:10][cH:11][cH:12][cH:13][c:14]3-[c:15]3[cH:16][cH:17][c:18]([C:21]([CH3:22])=[O:23])[cH:19][c:20]32)[cH:5][cH:6]1>>[n:1]1[cH:2][cH:3][c:4]([CH2:7][C:8]2([CH2:24][c:25]3[cH:26][cH:27][n:28][cH:29][cH:30]3)[c:9]3[cH:10][cH:11][cH:12][cH:13][c:14]3-[c:15]3[cH:16][cH:17][c:18]([CH:21]([CH3:22])[OH:23])[cH:19][c:20]32)[cH:5][cH:6]1. Starting materials: C1(=CC=CC=C1)C=1OC=2C(N1)=C(C=CC2)C(=O)OC (methyl 2-phenylbenzoxazole-4-carboxylate), N (ammonia), CCOC(=O)C (EtOAc). Solvent: petrol, CO (methanol). Reaction conditions: temperature 40 celsius. The product is C1(=CC=CC=C1)C=1OC=2C(N1)=C(C=CC2)C(=O)N (2-Phenylbenzoxazole-4-carboxamide). As a reaction SMILES: [C:1]1([C:7]2[O:8][C:9]3[C:10](=[C:12]([C:16]([O:18]C)=O)[CH:13]=[CH:14][CH:15]=3)[N:11]=2)[CH:6]=[CH:5][CH:4]=[CH:3][CH:2]=1.[NH3:20].CCOC(C)=O>CO>[C:1]1([C:7]2[O:8][C:9]3[C:10](=[C:12]([C:16]([NH2:20])=[O:18])[CH:13]=[CH:14][CH:15]=3)[N:11]=2)[CH:6]=[CH:5][CH:4]=[CH:3][CH:2]=1. Reported procedure: To a solution of methyl 2-phenylbenzoxazole-4-carboxylate (0.02 g; 0.0905 mmol) in methanol (3 ml) was added aqueous ammonia (3 ml). This was warmed to 40° C. and left to stir, whilst the reaction was monitored by TLC (1:4 EtOAc:petrol). Once all the starting material had reacted a white precipitate was formed. The solvent was removed to yield a white solid, which was recrystallised from ethyl acetate and petrol (70%).